From a dataset of the Open Reaction Database (ORD), a public repository of structured organic reaction records. describe an organic reaction: reactants, conditions, products, and yield Reactants: CI, CN1CCCN(c2nc3ccccc3o2)CC1, C1CCOC1. The product is C[N+]1(C)CCCN(c2nc3ccccc3o2)CC1, [I-]. As a reaction SMILES: [CH3:18][I:19].[CH3:1][N:2]1[CH2:3][CH2:4][N:5]([c:9]2[o:10][c:11]3[c:12]([n:13]2)[cH:14][cH:15][cH:16][cH:17]3)[CH2:6][CH2:7][CH2:8]1.[O:20]1[CH2:21][CH2:22][CH2:23][CH2:24]1>>[CH3:1][N+:2]1([CH3:18])[CH2:3][CH2:4][N:5]([c:9]2[o:10][c:11]3[c:12]([n:13]2)[cH:14][cH:15][cH:16][cH:17]3)[CH2:6][CH2:7][CH2:8]1.[I-:19]. The reactants are CCOC(C)=O, CCO, Cc1ccccc1, O=C(Cc1ccc(F)cc1)N=C=S, CN1CCC(N(C)C(=O)Nc2cc(Oc3ccc(N)cc3F)ncn2)CC1, [Na+], O=C([O-])O. Yields the product CN1CCC(N(C)C(=O)Nc2cc(Oc3ccc(NC(=S)NC(=O)Cc4ccc(F)cc4)cc3F)ncn2)CC1. As a reaction SMILES: [CH3:41][CH2:42][O:43][C:44](=[O:45])[CH3:46].[CH3:52][CH2:53][OH:54].[CH3:55][c:56]1[cH:57][cH:58][cH:59][cH:60][cH:61]1.[F:28][c:29]1[cH:30][cH:31][c:32]([CH2:35][C:36](=[O:37])[N:38]=[C:39]=[S:40])[cH:33][cH:34]1.[NH2:1][c:2]1[cH:3][c:4]([F:27])[c:5]([O:6][c:7]2[cH:8][c:9]([NH:13][C:14]([N:15]([CH:16]3[CH2:17][CH2:18][N:19]([CH3:22])[CH2:20][CH2:21]3)[CH3:23])=[O:24])[n:10][cH:11][n:12]2)[cH:25][cH:26]1.[Na+:47].[OH:48][C:49](=[O:50])[O-:51]>>[NH:1]([c:2]1[cH:3][c:4]([F:27])[c:5]([O:6][c:7]2[cH:8][c:9]([NH:13][C:14]([N:15]([CH:16]3[CH2:17][CH2:18][N:19]([CH3:22])[CH2:20][CH2:21]3)[CH3:23])=[O:24])[n:10][cH:11][n:12]2)[cH:25][cH:26]1)[C:39]([NH:38][C:36]([CH2:35][c:32]1[cH:31][cH:30][c:29]([F:28])[cH:34][cH:33]1)=[O:37])=[S:40]. The reactants are CC(C)C1=CC(=C(C(=C1)C(C)C)C2=C(C=CC=C2)P(C3CCCCC3)C4CCCCC4)C(C)C (X-Phos), CC(OCC)=O (EA), CNC(=O)C1=C(OC2=C1C=C(C(=C2)N(S(=O)(=O)C)C)B2OC(C(O2)(C)C)(C)C)C=2C=NC(=CC2)C(F)(F)F (N-methyl-6-(N-methylmethylsulfonamido)-5-(4,4,5,5-tetramethyl-1,3,2-dioxaborolan-2-yl)-2-(6-(trifluoromethyl)pyridin-3-yl)benzofuran-3-carboxamide), ClC1=NC=2C=3N(CCC2C=C1)C=1C=CC=C(C1C3)F (2-chloro-11-fluoro-5,6-dihydroindolo[1,2-h][1,7]naphthyridine), K3CO3. Reagents/catalysts: C=1C=CC(=CC1)/C=C/C(=O)/C=C/C2=CC=CC=C2.C=1C=CC(=CC1)/C=C/C(=O)/C=C/C2=CC=CC=C2.C=1C=CC(=CC1)/C=C/C(=O)/C=C/C2=CC=CC=C2.[Pd].[Pd] (Pd2(dba)3). Solvent: O1CCOCC1.O (dioxane water). Conditions: time 10 minute. Product: FC=1C=2C=C3N(CCC=4C=CC(=NC34)C=3C(=CC4=C(C(=C(O4)C4=CC=C(C=C4)C(F)(F)F)C(=O)NC)C3)N(S(=O)(=O)C)C)C2C=CC1 (5-(11-fluoro-5,6-dihydroindolo[1,2-h][1,7]naphthyridin-2-yl)-N-methyl-6-(N-methylmethylsulfonamido)-2-(4-(trifluoromethyl)phenyl)benzofuran-3-carboxamide). Yield: 264.1%. Reaction SMILES: [CH3:1][NH:2][C:3]([C:5]1[C:9]2[CH:10]=[C:11](B3OC(C)(C)C(C)(C)O3)[C:12]([N:14]([CH3:19])[S:15]([CH3:18])(=[O:17])=[O:16])=[CH:13][C:8]=2[O:7][C:6]=1[C:29]1C=N[C:32]([C:35]([F:38])([F:37])[F:36])=[CH:33][CH:34]=1)=[O:4].Cl[C:40]1[CH:49]=[CH:48][C:47]2[CH2:46][CH2:45][N:44]3[C:50]4[CH:51]=[CH:52][CH:53]=[C:54]([F:57])[C:55]=4[CH:56]=[C:43]3[C:42]=2[N:41]=1.[CH3:58][CH:59](C1C=C(C(C)C)C(C2C=CC=CC=2P(C2CCCCC2)C2CCCCC2)=C(C(C)C)C=1)C.CC(=O)OCC>O1CCOCC1.O.C1C=CC(/C=C/C(/C=C/C2C=CC=CC=2)=O)=CC=1.C1C=CC(/C=C/C(/C=C/C2C=CC=CC=2)=O)=CC=1.C1C=CC(/C=C/C(/C=C/C2C=CC=CC=2)=O)=CC=1.[Pd].[Pd]>[F:57][C:54]1[C:55]2[CH:56]=[C:43]3[C:42]4[N:41]=[C:40]([C:13]5[C:12]([N:14]([CH3:19])[S:15]([CH3:18])(=[O:17])=[O:16])=[CH:11][C:10]6[O:7][C:6]([C:29]7[CH:59]=[CH:58][C:32]([C:35]([F:37])([F:38])[F:36])=[CH:33][CH:34]=7)=[C:5]([C:3]([NH:2][CH3:1])=[O:4])[C:9]=6[CH:8]=5)[CH:49]=[CH:48][C:47]=4[CH2:46][CH2:45][N:44]3[C:50]=2[CH:51]=[CH:52][CH:53]=1 |f:4.5,6.7.8.9.10|. Reported procedure: A mixture of N-methyl-6-(N-methylmethylsulfonamido)-5-(4,4,5,5-tetramethyl-1,3,2-dioxaborolan-2-yl)-2-(6-(trifluoromethyl)pyridin-3-yl)benzofuran-3-carboxamide (121 mg, 0.22 mmol), 2-chloro-11-fluoro-5,6-dihydroindolo[1,2-h][1,7]naphthyridine (50 mg, 0.18 mmol) and K3CO3 (51 mg, 0.37 mmol) in dioxane/water (2 mL/0.4 mL) was stirred at room temperature for 10 min under N2 protection. Then Pd2(dba)3 (18 mg, 0.02 mmol) and X-Phos (17 mg, 0.04 mmol) were added to the reaction solution. The mixture w... The reactants are OCCN(C1=C(C=C(C#N)C=C1)C(F)(F)F)CC(F)(F)F (4-[(2-hydroxyethyl)(2,2,2-trifluoroethyl)amino]-3-(trifluoromethyl)benzonitrile), FC1=CC=C(C=C1)O (4-fluorophenol). Yields the product FC1=CC=C(C=C1)OCCN(C1=C(C=C(C#N)C=C1)C(F)(F)F)CC(F)(F)F (4-[{2-[(4-Fluorophenyl)oxy]ethyl}(2,2,2-trifluoroethyl)amino]-3-(trifluoromethyl)benzonitrile). RXN SMILES: [OH:1][CH2:2][CH2:3][N:4]([CH2:17][C:18]([F:21])([F:20])[F:19])[C:5]1[CH:12]=[CH:11][C:8]([C:9]#[N:10])=[CH:7][C:6]=1[C:13]([F:16])([F:15])[F:14].[F:22][C:23]1[CH:28]=[CH:27][C:26](O)=[CH:25][CH:24]=1>>[F:22][C:23]1[CH:28]=[CH:27][C:26]([O:1][CH2:2][CH2:3][N:4]([CH2:17][C:18]([F:19])([F:20])[F:21])[C:5]2[CH:12]=[CH:11][C:8]([C:9]#[N:10])=[CH:7][C:6]=2[C:13]([F:15])([F:16])[F:14])=[CH:25][CH:24]=1. Procedure details: Synthesized as described in Example 1C from 4-[(2-hydroxyethyl)(2,2,2-trifluoroethyl)amino]-3-(trifluoromethyl)benzonitrile and 4-fluorophenol: MS (APCI) m/z 407 (M+1). The reactants are FC1=C(C=CC(=C1)F)C1=CC=C(C(C(=O)OCCC)=C1)O (Propyl 5-(2,4-difluorophenyl)salicylate), ClC1=CC=NC2=CC(=C(C=C12)OC)OC (4-chloro-6,7-dimethoxyquinoline). The reagents and catalysts are CN(C1=CC=NC=C1)C (4-dimethylaminopyridine). Yields the product COC=1C=C2C(=CC=NC2=CC1OC)OC1=C(C(=O)OCCC)C=C(C=C1)C1=C(C=C(C=C1)F)F (Propyl 2-[(6,7-dimethoxy-4-quinolyl)oxy]-5-(2,4-difluorophenyl)benzoate). Reaction conditions: temperature 120 celsius, time 8 hour. Yield: 20.0%. The solvent is ClC1=C(C=CC=C1)Cl (o-dichlorobenzene). Reported procedure: Propyl 5-(2,4-difluorophenyl)salicylate (179 mg), 4-chloro-6,7-dimethoxyquinoline (70 mg), and 4-dimethylaminopyridine (110 mg) were suspended in o-dichlorobenzene (1 ml), and the suspension was stirred at 120° C. overnight. The reaction solution was cooled to room temperature, and the solvent was removed by distillation under the reduced pressure. Water was then added to the residue, and the mixture was extracted with chloroform. The chloroform layer was washed with water and was dried over anh... RXN SMILES: [F:1][C:2]1[CH:7]=[C:6]([F:8])[CH:5]=[CH:4][C:3]=1[C:9]1[CH:20]=[C:13]([C:14]([O:16][CH2:17][CH2:18][CH3:19])=[O:15])[C:12]([OH:21])=[CH:11][CH:10]=1.Cl[C:23]1[C:32]2[C:27](=[CH:28][C:29]([O:35][CH3:36])=[C:30]([O:33][CH3:34])[CH:31]=2)[N:26]=[CH:25][CH:24]=1>CN(C)C1C=CN=CC=1.ClC1C=CC=CC=1Cl>[CH3:34][O:33][C:30]1[CH:31]=[C:32]2[C:27](=[CH:28][C:29]=1[O:35][CH3:36])[N:26]=[CH:25][CH:24]=[C:23]2[O:21][C:12]1[CH:11]=[CH:10][C:9]([C:3]2[CH:4]=[CH:5][C:6]([F:8])=[CH:7][C:2]=2[F:1])=[CH:20][C:13]=1[C:14]([O:16][CH2:17][CH2:18][CH3:19])=[O:15].